describe an organic reaction: reactants, conditions, products, and yield From a dataset of the Open Reaction Database (ORD), a public repository of structured organic reaction records. Yields the product C(C)(C)(C)OC(=O)N1CCN(CC1)C=1C=CC=C2CC[C@H](CC12)NC(C1=CC=C(C=C1)N1CCOCC1)=O ((R)-N-[8-(4-tert-Butyloxycarbonylpiperazin-1-yl)-1,2,3,4-tetrahydro-2-naphthyl]-4-morpholinobenzamide). Reactants: ( 10 ), C(=O)(N1C=NC=C1)N1C=NC=C1 (1,1'-carbonyldiimidazole), O1CCN(CC1)C1=CC=C(C(=O)O)C=C1 (4-morpholinobenzoic acid), C(=O)=O (carbon dioxide), N[C@@H]1CCC=2C=CC=C(C2C1)N1CCN(CC1)C(=O)OC(C)(C)C (tert-butyl (R)-4-(7-amino-5,6,7,8-tetrahydro-1-naphthyl)piperazine-1-carboxylate). Procedure: To a solution of 4-morpholinobenzoic acid (0.59 g, 2.8 mmol; described in: Degutis, J.; Rasteikiene, L.; Degutiene, A. Zh. Org. Khim. 1978, 14 (10), 2060-2064) in anhydrous N,N-dimethylformamide (30 mL) was added 1,1'-carbonyldiimidazole (0.48 g, 3.0 mmol) and the reaction was heated at 75° C. When the carbon dioxide evolution had ceased (after 30 min), the reaction was cooled to room temperature and a solution of tert-butyl (R)-4-(7-amino-5,6,7,8-tetrahydro-1-naphthyl)piperazine-1-carboxylate (... As a reaction SMILES: [O:1]1[CH2:6][CH2:5][N:4]([C:7]2[CH:15]=[CH:14][C:10]([C:11]([OH:13])=O)=[CH:9][CH:8]=2)[CH2:3][CH2:2]1.C(N1C=CN=C1)(N1C=CN=C1)=O.C(=O)=O.[NH2:31][C@H:32]1[CH2:41][C:40]2[C:39]([N:42]3[CH2:47][CH2:46][N:45]([C:48]([O:50][C:51]([CH3:54])([CH3:53])[CH3:52])=[O:49])[CH2:44][CH2:43]3)=[CH:38][CH:37]=[CH:36][C:35]=2[CH2:34][CH2:33]1>CN(C)C=O>[C:51]([O:50][C:48]([N:45]1[CH2:46][CH2:47][N:42]([C:39]2[CH:38]=[CH:37][CH:36]=[C:35]3[C:40]=2[CH2:41][C@H:32]([NH:31][C:11](=[O:13])[C:10]2[CH:9]=[CH:8][C:7]([N:4]4[CH2:3][CH2:2][O:1][CH2:6][CH2:5]4)=[CH:15][CH:14]=2)[CH2:33][CH2:34]3)[CH2:43][CH2:44]1)=[O:49])([CH3:54])([CH3:52])[CH3:53]. Conditions: temperature 75 celsius, time 24 hour. Yield: 84.0%. Run in CN(C=O)C (N,N-dimethylformamide), CN(C=O)C (N,N-dimethylformamide). Reactants: Cl (HCl), C(C)(=O)C=1C=C(C#N)C=CC1 (3-acetylbenzonitrile), solution, CC(C)C[AlH]CC(C)C (DIBAL), hexanes, BrC=1C=NC=C(C1)C(C)(F)F (3-bromo-5-(1,1-difluoroethyl)pyridine), FC(C)(F)C=1C=C(C#N)C=CC1 (3-(1,1-difluoroethyl)benzonitrile). The solvent is C(Cl)Cl (CH2Cl2). Reaction conditions: time 3 hour. Yields the product FC(C)(F)C=1C=C(C#N)C=CC1 (3-(1,1-difluoroethyl)benzonitrile), FC(C)(F)C=1C=C(C=O)C=CC1 (3-(1,1-difluoroethyl)benzaldehyde). As a reaction SMILES: C(C1C=C(C=CC=1)C#N)(=[O:3])C.BrC1C=NC=C(C(F)(F)C)C=1.[F:23][C:24]([C:27]1[CH:28]=[C:29]([CH:32]=[CH:33][CH:34]=1)[C:30]#[N:31])([F:26])[CH3:25].CC(C[AlH]CC(C)C)C.Cl>C(Cl)Cl>[F:23][C:24]([C:27]1[CH:28]=[C:29]([CH:32]=[CH:33][CH:34]=1)[C:30]#[N:31])([F:26])[CH3:25].[F:23][C:24]([C:27]1[CH:28]=[C:29]([CH:32]=[CH:33][CH:34]=1)[CH:30]=[O:3])([F:26])[CH3:25]. Procedure: 3-(1,1-difluoroethyl)benzonitrile was synthesized from 3-acetylbenzonitrile following the method described for 3-bromo-5-(1,1-difluoroethyl)pyridine. A solution of 3-(1,1-difluoroethyl)benzonitrile (1.6 g, 9.57 mmol) in CH2Cl2 (25 mL) was cooled to 0° C. and was treated dropwise with a 1 M solution of DIBAL in hexanes (11.5 mL, 11.2 mmol). The mixture was allowed to slowly warm to room temperature. The reaction was monitored by TLC. After 3 h, the reaction mixture was poured into a beaker contai...